Dataset: the Open Reaction Database (ORD), a public repository of structured organic reaction records. Task: describe an organic reaction: reactants, conditions, products, and yield The reactants are [Al+3], CC1CCCN1CCCOc1ccc(-c2nc(CN3C(=O)CCC3CN3CCOCC3)co2)cc1, [H-], [H-], [H-], [H-], [Li+], [Na+], C1CCOC1, [OH-], O. The product is CC1CCCN1CCCOc1ccc(-c2nc(CN3CCCC3CN3CCOCC3)co2)cc1. RXN SMILES: [Al+3:37].[CH3:1][CH:2]1[N:3]([CH2:7][CH2:8][CH2:9][O:10][c:11]2[cH:12][cH:13][c:14](-[c:17]3[o:18][cH:19][c:20]([CH2:22][N:23]4[C:24](=[O:35])[CH2:25][CH2:26][CH:27]4[CH2:28][N:29]4[CH2:30][CH2:31][O:32][CH2:33][CH2:34]4)[n:21]3)[cH:15][cH:16]2)[CH2:4][CH2:5][CH2:6]1.[H-:36].[H-:39].[H-:40].[H-:41].[Li+:38].[Na+:44].[O:45]1[CH2:46][CH2:47][CH2:48][CH2:49]1.[OH-:43].[OH2:42]>>[CH3:1][CH:2]1[N:3]([CH2:7][CH2:8][CH2:9][O:10][c:11]2[cH:12][cH:13][c:14](-[c:17]3[o:18][cH:19][c:20]([CH2:22][N:23]4[CH2:24][CH2:25][CH2:26][CH:27]4[CH2:28][N:29]4[CH2:30][CH2:31][O:32][CH2:33][CH2:34]4)[n:21]3)[cH:15][cH:16]2)[CH2:4][CH2:5][CH2:6]1. Starting materials: [Br-], CCOC(=O)C(CNCc1ccc(OC)cc1)C(C)O[Si](C)(C)C(C)(C)C, C1CCOC1, O, Cc1cc(C)c([Mg+])c(C)c1. Product: COc1ccc(CN2CC(C(C)O[Si](C)(C)C(C)(C)C)C2=O)cc1. RXN SMILES: [Br-:28].[C:1]([CH3:2])([CH3:3])([CH3:4])[Si:5]([O:6][CH:7]([CH:8]([C:9](=[O:10])[O:11][CH2:12][CH3:13])[CH2:14][NH:15][CH2:16][c:17]1[cH:18][cH:19][c:20]([O:23][CH3:24])[cH:21][cH:22]1)[CH3:25])([CH3:26])[CH3:27].[O:40]1[CH2:41][CH2:42][CH2:43][CH2:44]1.[OH2:39].[c:29]1([CH3:30])[cH:31][c:32]([CH3:33])[cH:34][c:35]([CH3:36])[c:37]1[Mg+:38]>>[C:1]([CH3:2])([CH3:3])([CH3:4])[Si:5]([O:6][CH:7]([CH:8]1[C:9](=[O:10])[N:15]([CH2:16][c:17]2[cH:18][cH:19][c:20]([O:23][CH3:24])[cH:21][cH:22]2)[CH2:14]1)[CH3:25])([CH3:26])[CH3:27].